From a dataset of the Open Reaction Database (ORD), a public repository of structured organic reaction records. describe an organic reaction: reactants, conditions, products, and yield The reactants are C1CCOC1, O=C(Cl)c1ccccc1[N+](=O)[O-], Nc1cnc(N2CCN3CCC2CC3)nc1. Product: Cl, O=C(Nc1cnc(N2CCN3CCC2CC3)nc1)c1ccccc1[N+](=O)[O-]. Reaction SMILES: [CH2:29]1[O:30][CH2:31][CH2:32][CH2:33]1.[N+:17](=[O:18])([O-:19])[c:20]1[c:21]([C:22](=[O:23])[Cl:24])[cH:25][cH:26][cH:27][cH:28]1.[N:1]12[CH2:2][CH2:3][N:4]([c:10]3[n:11][cH:12][c:13]([NH2:16])[cH:14][n:15]3)[CH:5]([CH2:6][CH2:7]1)[CH2:8][CH2:9]2>>[ClH:24].[N:1]12[CH2:2][CH2:3][N:4]([c:10]3[n:11][cH:12][c:13]([NH:16][C:22]([c:21]4[c:20]([N+:17](=[O:18])[O-:19])[cH:28][cH:27][cH:26][cH:25]4)=[O:23])[cH:14][n:15]3)[CH:5]([CH2:6][CH2:7]1)[CH2:8][CH2:9]2. Reactants: O (water), CNC=1SC(=C(N1)C(=O)OCC)C(CC)=O (ethyl 2-methylamino-5-propionyl-4-thiazolecarboxylate), C(C)(=O)O.Br (hydrogen bromide acetic acid), Br.[NH+]1=CC=CC=C1 (pyridinium hydrobromide). Solvent: C(C)(=O)O (acetic acid). Product: CNC=1SC(=C(N1)C(=O)OCC)C(C(C)Br)=O (ethyl 2-methylamino-5-(2-bromopropionyl)-4-thiazolecarboxylate). As a reaction SMILES: [CH3:1][NH:2][C:3]1[S:4][C:5]([C:13](=[O:16])[CH2:14][CH3:15])=[C:6]([C:8]([O:10][CH2:11][CH3:12])=[O:9])[N:7]=1.C(O)(=O)C.[BrH:21].Br.[NH+]1C=CC=CC=1.O>C(O)(=O)C>[CH3:1][NH:2][C:3]1[S:4][C:5]([C:13](=[O:16])[CH:14]([Br:21])[CH3:15])=[C:6]([C:8]([O:10][CH2:11][CH3:12])=[O:9])[N:7]=1 |f:1.2,3.4|. Reported procedure: To a solution of ethyl 2-methylamino-5-propionyl-4-thiazolecarboxylate (7.4 g) and 30% hydrogen bromide acetic acid (10 ml) in acetic acid (50 ml) was added pyridinium hydrobromide perbromide (13.0 g) at ambient temperature and the mixture was stirred for an hour. The reaction mixture was poured into water and extracted with ethyl acetate. The extract was washed with brine and dried over magnesium sulfate. The solvent was evaporated in vacuo to afford a crystalline residue, which was recrystalli... The reactants are C(C)[C@@H]1C(N(C2=CC(=CC=C2N1C(C1=CC(=CC=C1)OC)=O)F)C)=O ((3R)-3-Ethyl-7-fluoro-4-(3-methoxybenzoyl)-1-methyl-3,4-dihydroquinoxalin-2(1H)-one), C(C)[C@@H]1C(N(C2=CC(=CC=C2N1C(C1=CC=C(C=C1)O)=O)F)C)=O ((3R)-3-ethyl-7-fluoro-4-(4-hydroxybenzoyl)-1-methyl-3,4-dihydroquinoxalin-2(1H)-one). Product: C(C)[C@@H]1C(N(C2=CC(=CC=C2N1C(C1=CC(=CC=C1)O)=O)F)C)=O ((3R)-3-ethyl-7-fluoro-4-(3-hydroxybenzoyl)-1-methyl-3,4-dihydroquinoxalin-2(1H)-one). Isolated yield 72.0%. Reaction SMILES: [CH2:1]([C@H:3]1[N:12]([C:13](=[O:22])[C:14]2[CH:19]=[CH:18][CH:17]=[C:16]([O:20]C)[CH:15]=2)[C:11]2[C:6](=[CH:7][C:8]([F:23])=[CH:9][CH:10]=2)[N:5]([CH3:24])[C:4]1=[O:25])[CH3:2].C([C@H]1N(C(=O)C2C=CC(O)=CC=2)C2C(=CC(F)=CC=2)N(C)C1=O)C>>[CH2:1]([C@H:3]1[N:12]([C:13](=[O:22])[C:14]2[CH:19]=[CH:18][CH:17]=[C:16]([OH:20])[CH:15]=2)[C:11]2[C:6](=[CH:7][C:8]([F:23])=[CH:9][CH:10]=2)[N:5]([CH3:24])[C:4]1=[O:25])[CH3:2]. Reported procedure: (3R)-3-Ethyl-7-fluoro-4-(3-methoxybenzoyl)-1-methyl-3,4-dihydroquinoxalin-2(1H)-one was treated according to the procedure for the preparation of (3R)-3-ethyl-7-fluoro-4-(4-hydroxybenzoyl)-1-methyl-3,4-dihydroquinoxalin-2(1H)-one (see Example 1) to give an oil which was purified via Biotage Horizon® (SiO2, gradient from 5% EtOAc/hexane to 40% EtOAc/hexane) to yield (3R)-3-ethyl-7-fluoro-4-(3-hydroxybenzoyl)-1-methyl-3,4-dihydroquinoxalin-2(1H)-one (72%). [α]D25=−281° (c=0.0098 G/ML, CHCl3); MS (... The reactants are C[Si](C)(C)C#N, CN(C)C(=O)Cl, CCOC(C)=O, O, O=C(OO)c1cccc(Cl)c1, CC(C)(C)OC(=O)C=Cc1ccncc1. The product is CC(C)(C)OC(=O)C=Cc1ccnc(C#N)c1. Reaction SMILES: [CH3:27][Si:28]([CH3:29])([CH3:30])[C:31]#[N:32].[CH3:33][N:34]([CH3:35])[C:36]([Cl:37])=[O:38].[CH3:39][CH2:40][O:41][C:42](=[O:43])[CH3:44].[OH2:45].[OH:16][O:17][C:18]([c:19]1[cH:20][c:21]([Cl:22])[cH:23][cH:24][cH:25]1)=[O:26].[n:1]1[cH:2][cH:3][c:4]([CH:7]=[CH:8][C:9](=[O:10])[O:11][C:12]([CH3:13])([CH3:14])[CH3:15])[cH:5][cH:6]1>>[n:1]1[c:2]([C:31]#[N:32])[cH:3][c:4]([CH:7]=[CH:8][C:9](=[O:10])[O:11][C:12]([CH3:13])([CH3:14])[CH3:15])[cH:5][cH:6]1. The reactants are C(C)(=O)O[C@H]1[C@H]([C@H](C[C@H]1NC1=C(C=C(C(=C1)Cl)Cl)[N+](=O)[O-])COC(C)=O)OC(C)=O ((1R,2S,3R,5R)-3-(Acetoxymethyl)-5-(4,5-dichloro-2-nitroanilino)-1,2-cyclopentanediyl diacetate), C(CC)O (n-propanol). Reagents/catalysts: [Ni] (Raney nickel). Reaction conditions: time 4 hour. Product: ClC1=CC2=C(N(C(=N2)C)[C@@H]2C[C@@H]([C@@H]([C@@H]2O)O)CO)C=C1Cl ((1R,2S,3R,5R)-5-(5,6-dichloro-2-methyl-1H-benzimidazol-1-yl)-3-(hydroxymethyl)-1,2-cyclopentanediol). Yield: 26.0%. As a reaction SMILES: C([O:4][C@@H:5]1[C@H:9]([NH:10][C:11]2[CH:16]=[C:15]([Cl:17])[C:14]([Cl:18])=[CH:13][C:12]=2[N+:19]([O-])=O)[CH2:8][C@H:7]([CH2:22][O:23]C(=O)C)[C@@H:6]1[O:27]C(=O)C)(=O)C.[CH2:31](O)[CH2:32]C>[Ni]>[Cl:18][C:14]1[C:15]([Cl:17])=[CH:16][C:11]2[N:10]([C@H:9]3[C@@H:5]([OH:4])[C@@H:6]([OH:27])[C@@H:7]([CH2:22][OH:23])[CH2:8]3)[C:31]([CH3:32])=[N:19][C:12]=2[CH:13]=1. Procedure details: (1R,2S,3R,5R)-3-(Acetoxymethyl)-5-(4,5-dichloro-2-nitroanilino)-1,2-cyclopentanediyl diacetate (1.29 g, 2.78 mmol) in n-propanol (100 mL) was shaken with Raney nickel (Aldrich, slurry in water, 200 mg wet) under hydrogen (40 psi) on a Parr shaker for 4 hours. Catalyst was filtered off with Celite and the volatiles were evaporated in vacuo. The residual oil was refluxed in 96% formic acid (45 mL) for 5 hours. Concentrated hydrochloric acid (5 mL) was added and reflux continued for an additional 4...